From a dataset of the Open Reaction Database (ORD), a public repository of structured organic reaction records. describe an organic reaction: reactants, conditions, products, and yield Reactants: [Al+3], C1CCOC1, CON(C)C(=O)c1ccc(C(F)(F)F)nc1C, [H-], [H-], [H-], [H-], [Li+]. As a reaction SMILES: [Al+3:19].[CH2:24]1[O:25][CH2:26][CH2:27][CH2:28]1.[CH3:1][O:2][N:3]([C:4](=[O:5])[c:6]1[c:7]([CH3:16])[n:8][c:9]([C:12]([F:13])([F:14])[F:15])[cH:10][cH:11]1)[CH3:17].[H-:18].[H-:21].[H-:22].[H-:23].[Li+:20]>>[CH:4](=[O:5])[c:6]1[c:7]([CH3:16])[n:8][c:9]([C:12]([F:13])([F:14])[F:15])[cH:10][cH:11]1. Product: Cc1nc(C(F)(F)F)ccc1C=O. The reactants are C1=C(C=CC=2C3=CC=CC=C3NC12)C(C=CC1=CC=CC=C1)=O (1-(9H-carbazol-2-yl)-3-phenylprop-2-en-1-one), C(CC(=O)OC)(=O)OC (dimethyl malonate). The product is C1=C(C=CC=2C3=CC=CC=C3NC12)C(CC(C1=CC=CC=C1)C(C(=O)OC)C(=O)OC)=O (dimethyl 2-(3-(9H-carbazol-2-yl)-3-oxo-1-phenylpropyl)malonate). RXN SMILES: [CH:1]1[C:13]2[NH:12][C:11]3[C:6](=[CH:7][CH:8]=[CH:9][CH:10]=3)[C:5]=2[CH:4]=[CH:3][C:2]=1[C:14](=[O:23])[CH:15]=[CH:16][C:17]1[CH:22]=[CH:21][CH:20]=[CH:19][CH:18]=1.[C:24]([O:31][CH3:32])(=[O:30])[CH2:25][C:26]([O:28][CH3:29])=[O:27]>>[CH:1]1[C:13]2[NH:12][C:11]3[C:6](=[CH:7][CH:8]=[CH:9][CH:10]=3)[C:5]=2[CH:4]=[CH:3][C:2]=1[C:14](=[O:23])[CH2:15][CH:16]([CH:25]([C:24]([O:31][CH3:32])=[O:30])[C:26]([O:28][CH3:29])=[O:27])[C:17]1[CH:22]=[CH:21][CH:20]=[CH:19][CH:18]=1. Procedure details: By a procedure similar to that of example 1.59.2, starting from 1-(9H-carbazol-2-yl)-3-phenylprop-2-en-1-one and dimethyl malonate, dimethyl 2-(3-(9H-carbazol-2-yl)-3-oxo-1-phenylpropyl)malonate was obtained as colourless solid.